Task: describe an organic reaction: reactants, conditions, products, and yield. Dataset: the Open Reaction Database (ORD), a public repository of structured organic reaction records Starting materials: CN(C(C)=NC(=S)C=1N=NC(=CC1)SCCCCOC1=CC(=CC=C1)C(F)(F)F)C (N-[1-(dimethylamino)ethylidene]-6-[[4-[3-(trifluoromethyl)phenoxy]butyl]thio]-3-pyridazinecarbothioamide), N1=CC=CC=C1 (pyridine), NOS(=O)(=O)O (hydroxylamine-O-sulfonic acid). The solvent is C(C)O (ethanol), CO (methanol). Yields the product CC1=NSC(=N1)C=1N=NC(=CC1)SCCCCOC1=CC(=CC=C1)C(F)(F)F (3-(3-methyl-1,2,4-thiadiazol-5-yl)-6-[[4-[3-(trifluoromethyl)phenoxy]butyl]thio]pyridazine). The yield is 26.1%. RXN SMILES: C[N:2](C)[C:3](=[N:5][C:6]([C:8]1[N:9]=[N:10][C:11]([S:14][CH2:15][CH2:16][CH2:17][CH2:18][O:19][C:20]2[CH:25]=[CH:24][CH:23]=[C:22]([C:26]([F:29])([F:28])[F:27])[CH:21]=2)=[CH:12][CH:13]=1)=[S:7])[CH3:4].N1C=CC=CC=1.NOS(O)(=O)=O>C(O)C.CO>[CH3:4][C:3]1[N:5]=[C:6]([C:8]2[N:9]=[N:10][C:11]([S:14][CH2:15][CH2:16][CH2:17][CH2:18][O:19][C:20]3[CH:25]=[CH:24][CH:23]=[C:22]([C:26]([F:29])([F:28])[F:27])[CH:21]=3)=[CH:12][CH:13]=2)[S:7][N:2]=1. Procedure: A mixture of intermediate 13 (0.009 mol) and pyridine (0.02 mol) in ethanol (80 ml) was stirred. A mixture of hydroxylamine-O-sulfonic acid (0.01 mol) in methanol (20 ml) was added. The mixture was stirred overnight. The solvent was evaporated. The residue was taken up in DCM. The organic solution was washed with a diluted NaOH solution and with water, dried, filtered and the solvent was evaporated. The residue was purified by column chromatography over silica gel (eluent:DCM). The pure fraction... The reactants are BrCCCCOC=1C=C2C=CC(NC2=CC1)=O (6-(4-bromobutoxy)-carbostyril), BrC=1C=C(C=C(C1N)Br)S (3,5-dibromo-4-amino-thiophenol). Yields the product BrC=1C=C(C=C(C1N)Br)SCCCCOC=1C=C2C=CC(NC2=CC1)=O (6-[4-(3,5-Dibromo-4-amino-phenylmercapto)-butoxy]-carbostyril). RXN SMILES: Br[CH2:2][CH2:3][CH2:4][CH2:5][O:6][C:7]1[CH:8]=[C:9]2[C:14](=[CH:15][CH:16]=1)[NH:13][C:12](=[O:17])[CH:11]=[CH:10]2.[Br:18][C:19]1[CH:20]=[C:21]([SH:27])[CH:22]=[C:23]([Br:26])[C:24]=1[NH2:25]>>[Br:18][C:19]1[CH:20]=[C:21]([S:27][CH2:2][CH2:3][CH2:4][CH2:5][O:6][C:7]2[CH:8]=[C:9]3[C:14](=[CH:15][CH:16]=2)[NH:13][C:12](=[O:17])[CH:11]=[CH:10]3)[CH:22]=[C:23]([Br:26])[C:24]=1[NH2:25]. Procedure details: Prepared analogous to Example 122 from 6-(4-bromobutoxy)-carbostyril (m.p. 198°-199° C.) and 3,5-dibromo-4-amino-thiophenol. Reactants: Cl.C(C)OC(CN)=O (glycine ethyl ester hydrochloride), C(O)([O-])=O.[Na+] (sodium hydrogencarbonate), CC1=C(C=CC=C1C(F)(F)F)[N+](=O)[O-] (2-methyl-1-nitro-3-(trifluoromethyl)benzene), C1=CC=CC=C1C(=O)OO (perbenzoic acid), BrN1C(CCC1=O)=O (N-bromosuccinimide). Solvent: C(C)(=O)OCC (ethyl acetate), C1=CC=CC=C1 (benzene), C(C)O (ethanol). Conditions: temperature 80 celsius, time 2 day. Yields the product [N+](=O)([O-])C1=C(CC(C(=O)OCC)N)C(=CC=C1)C(F)(F)F (ethyl [2-nitro-6-(trifluoromethyl)benzyl]-aminoacetate). RXN SMILES: [CH3:1][C:2]1[C:7]([C:8]([F:11])([F:10])[F:9])=[CH:6][CH:5]=[CH:4][C:3]=1[N+:12]([O-:14])=[O:13].C1C(C(OO)=O)=CC=CC=1.BrN1C(=O)CCC1=O.Cl.[CH2:34]([O:36][C:37](=[O:40])[CH2:38][NH2:39])[CH3:35].C(=O)([O-])O.[Na+]>C(O)C.C(OCC)(=O)C.C1C=CC=CC=1>[N+:12]([C:3]1[CH:4]=[CH:5][CH:6]=[C:7]([C:8]([F:11])([F:10])[F:9])[C:2]=1[CH2:1][CH:38]([NH2:39])[C:37]([O:36][CH2:34][CH3:35])=[O:40])([O-:14])=[O:13] |f:3.4,5.6|. Procedure: 5.0 g (24.3 mmol) of 2-methyl-1-nitro-3-(trifluoromethyl)benzene was added to a mixture of 100 ml of benzene, 50 ml of perbenzoic acid and 5.6 g (32 mmol) of N-bromosuccinimide, and they were stirred at 80° C. for 2 days. After the treatment with ethyl acetate as the extracting solvent by an ordinary method, the obtained crude product was dissolved in 50 ml of ethanol. 6.8 g (48.6 mmol) of glycine ethyl ester hydrochloride and 6.1 g (72.9 mmol) of sodium hydrogencarbonate were added to the obtai... The yield is 73.2%. Run at time 16 hour. Run in ClCCl (dichloromethane). Procedure details: A solution of 1-benzyloxycarbonyl-4-hydroxy-4-(2-methylthiophenyl)piperidine (2.89 g) in dichloromethane (80 mL) was treated with 6.2 mL of trifluoroacetic acid followed by 25.7 mL of triethylsilane and stirred for 16 hours. At the end of this period, the volatile material was distilled under reduced pressure and the resulting residue was chromatographed. Elution with 3:1 hexane:ethyl acetate afforded the named material (2.02 g); MS: 342(M+1); NMR: 1.5-1.6 (br, 2), 1.8-1.9 (m, 2), 2.45 (s, 3), 2... Reaction SMILES: [CH2:1]([O:8][C:9]([N:11]1[CH2:16][CH2:15][C:14](O)([C:17]2[CH:22]=[CH:21][CH:20]=[CH:19][C:18]=2[S:23][CH3:24])[CH2:13][CH2:12]1)=[O:10])[C:2]1[CH:7]=[CH:6][CH:5]=[CH:4][CH:3]=1.FC(F)(F)C(O)=O.C([SiH](CC)CC)C>ClCCl>[CH2:1]([O:8][C:9]([N:11]1[CH2:12][CH2:13][CH:14]([C:17]2[CH:22]=[CH:21][CH:20]=[CH:19][C:18]=2[S:23][CH3:24])[CH2:15][CH2:16]1)=[O:10])[C:2]1[CH:3]=[CH:4][CH:5]=[CH:6][CH:7]=1. Product: C(C1=CC=CC=C1)OC(=O)N1CCC(CC1)C1=C(C=CC=C1)SC (1-Benzyloxycarbonyl-4-(2-methylthiophenyl)piperidine). Reactants: C(C1=CC=CC=C1)OC(=O)N1CCC(CC1)(C1=C(C=CC=C1)SC)O (1-benzyloxycarbonyl-4-hydroxy-4-(2-methylthiophenyl)piperidine), FC(C(=O)O)(F)F (trifluoroacetic acid), C(C)[SiH](CC)CC (triethylsilane). Reactants: CCCCN, CCOC(=O)C1=Cc2cc(Cl)c(F)cc2OC1C(F)(F)F, [K+], [K+], O=C([O-])[O-], CN(C)C=O. The product is CCCCNc1cc2c(cc1Cl)C=C(C(=O)OCC)C(C(F)(F)F)O2. As a reaction SMILES: [CH2:22]([CH2:23][CH2:24][CH3:25])[NH2:26].[Cl:1][c:2]1[cH:3][c:4]2[c:9]([cH:10][c:11]1[F:12])[O:8][CH:7]([C:13]([F:14])([F:15])[F:16])[C:6]([C:17](=[O:18])[O:19][CH2:20][CH3:21])=[CH:5]2.[K+:27].[K+:28].[O-:29][C:30]([O-:31])=[O:32].[O:33]=[CH:34][N:35]([CH3:36])[CH3:37]>>[Cl:1][c:2]1[cH:3][c:4]2[c:9]([cH:10][c:11]1[NH:26][CH2:22][CH2:23][CH2:24][CH3:25])[O:8][CH:7]([C:13]([F:14])([F:15])[F:16])[C:6]([C:17](=[O:18])[O:19][CH2:20][CH3:21])=[CH:5]2.